Dataset: the Open Reaction Database (ORD), a public repository of structured organic reaction records. Task: describe an organic reaction: reactants, conditions, products, and yield Starting materials: CCCCCC=CCC=CCC#CCO, BrP(Br)Br, c1ccncc1. Product: CCCCCC=CCC=CCC#CCBr. RXN SMILES: [CH2:5]([C:6]#[C:7][CH2:8][CH:9]=[CH:10][CH2:11][CH:12]=[CH:13][CH2:14][CH2:15][CH2:16][CH2:17][CH3:18])[OH:19].[P:1]([Br:2])([Br:3])[Br:4].[cH:20]1[cH:21][cH:22][n:23][cH:24][cH:25]1>>[Br:2][CH2:5][C:6]#[C:7][CH2:8][CH:9]=[CH:10][CH2:11][CH:12]=[CH:13][CH2:14][CH2:15][CH2:16][CH2:17][CH3:18].